describe an organic reaction: reactants, conditions, products, and yield From a dataset of the Open Reaction Database (ORD), a public repository of structured organic reaction records. The reactants are CC(=O)[O-], CO, O=[O+][O-], O, O, O, O, O, O, O, C=C(C)C1CC(=O)C(C)C(CCCO)C1, O=S(=O)(O)O. Yields the product CC1C(=O)C=CCC1CCCO. Reaction SMILES: [CH3:19][C:20](=[O:21])[O-:22].[CH3:35][OH:36].[O-:16][O+:17]=[O:18].[OH2:23].[OH2:24].[OH2:25].[OH2:26].[OH2:27].[OH2:28].[OH2:29].[OH:1][CH2:2][CH2:3][CH2:4][CH:5]1[CH:6]([CH3:15])[C:7](=[O:14])[CH2:8][CH:9]([C:11]([CH3:12])=[CH2:13])[CH2:10]1.[S:30]([OH:31])([OH:32])(=[O:33])=[O:34]>>[OH:1][CH2:2][CH2:3][CH2:4][CH:5]1[CH:6]([CH3:15])[C:7](=[O:14])[CH:8]=[CH:9][CH2:10]1. The reactants are C1(=CC=CC=C1)P(=C(C(=O)OC)C)(C1=CC=CC=C1)C1=CC=CC=C1 (methyl 2-(triphenylphosphoranylidene)propanoate), C1(CCC(CC1)=O)=O (cyclohexane-1,4-dione). The solvent is C1(=CC=CC=C1)C (toluene). Run at temperature 100 celsius, time 8 hour. Product: O=C1CCC(CC1)=C(C(=O)OC)C (methyl 2-(4-oxocyclohexylidene)propanoate). Reaction SMILES: C1(P(C2C=CC=CC=2)(C2C=CC=CC=2)=[C:8]([CH3:13])[C:9]([O:11][CH3:12])=[O:10])C=CC=CC=1.[C:26]1(=[O:33])[CH2:31][CH2:30][C:29](=O)[CH2:28][CH2:27]1>C1(C)C=CC=CC=1>[O:33]=[C:26]1[CH2:27][CH2:28][C:29](=[C:8]([CH3:13])[C:9]([O:11][CH3:12])=[O:10])[CH2:30][CH2:31]1. Procedure details: A mixture of methyl 2-(triphenylphosphoranylidene)propanoate (2.5 g, 7.18 mmol) and cyclohexane-1,4-dione (1.609 g, 14.35 mmol) in toluene (25 mL) was stirred at 100° C. overnight and then concentrated in vacuo. The residue was triturated with a mixture of hexanes (100 mL) and ethyl acetate (100 mL), and filtered. The filtrate was concentrated in vacuo and the residue was purified by flash chromatography on Analogix IntelliFlash280 eluting with 0 to 50% ethyl acetate/hexanes to provide the title... The reactants are COC1=C(C(=O)NC2=CC(NC=C2[N+](=O)[O-])=O)C=CC(=C1)SC (4-(2-methoxy-4-methylmercapto-benzoylamino)-5-nitro-1H-pyridin-2-one). The reagents and catalysts are [Fe] (iron). Run in C(C)(=O)O (acetic acid). Run at time 30 minute. Product: COC1=C(C=CC(=C1)SC)C1=NC=2C(CNC(C2)=O)=N1 (2-(2-Methoxy-4-methylmercapto-phenyl)-5H-imidazo[4,5-c]-pyridin-6-one). As a reaction SMILES: [CH3:1][O:2][C:3]1[CH:21]=[C:20]([S:22][CH3:23])[CH:19]=[CH:18][C:4]=1[C:5]([NH:7][C:8]1[C:13]([N+:14]([O-])=O)=[CH:12][NH:11][C:10](=[O:17])[CH:9]=1)=O>C(O)(=O)C.[Fe]>[CH3:1][O:2][C:3]1[CH:21]=[C:20]([S:22][CH3:23])[CH:19]=[CH:18][C:4]=1[C:5]1[N:14]=[C:13]2[CH2:12][NH:11][C:10](=[O:17])[CH:9]=[C:8]2[N:7]=1. Reported procedure: 0.6 g of crude 4-(2-methoxy-4-methylmercapto-benzoylamino)-5-nitro-1H-pyridin-2-one were dissolved in 10 ml of glacial acetic acid, the solution was mixed with two spatula tipsful of iron powder, and the mixture was stirred for 30 minutes at room temperature. The mixture was then refluxed for 20 minutes, filtered, and the filtrate was evaporated in vacuo. The product thus obtained were purified by chromatography on silica gel (eluant: methylene chloride/ethanol=100:2 to 100:15). Starting materials: S=C=S, CC(C)(C)OC(=O)NCCCCCN, C1CCOC1, N#CN. Product: CC(C)(C)OC(=O)NCCCCCN=C=S. Reaction SMILES: [C:15](=[S:16])=[S:17].[C:1]([CH3:2])([CH3:3])([CH3:4])[O:5][C:6]([NH:7][CH2:8][CH2:9][CH2:10][CH2:11][CH2:12][NH2:13])=[O:14].[CH2:21]1[O:22][CH2:23][CH2:24][CH2:25]1.[NH2:18][C:19]#[N:20]>>[C:1]([CH3:2])([CH3:3])([CH3:4])[O:5][C:6]([NH:7][CH2:8][CH2:9][CH2:10][CH2:11][CH2:12][N:13]=[C:15]=[S:16])=[O:14].